Dataset: the Open Reaction Database (ORD), a public repository of structured organic reaction records. Task: describe an organic reaction: reactants, conditions, products, and yield Reactants: S1C=NC=C1 (thiazole), [Li]CCCC (n-BuLi), CC=1N(C(=CC1)C1=CC=C(C=C1)S(=O)(=O)C)C1=CC=C(C=C1)Br (2-methyl 5-[4-(methylsulfonyl)phenyl]-1-(4-bromophenyl)-1H-pyrrole). Reagents/catalysts: C=1C=CC(=CC1)[P](C=2C=CC=CC2)(C=3C=CC=CC3)[Pd]([P](C=4C=CC=CC4)(C=5C=CC=CC5)C=6C=CC=CC6)([P](C=7C=CC=CC7)(C=8C=CC=CC8)C=9C=CC=CC9)[P](C=1C=CC=CC1)(C=1C=CC=CC1)C=1C=CC=CC1 (tetrakis(triphenylphosphine)palladium), [Cl-].[Zn+2].[Cl-] (zinc chloride). Solvent: CCOCC (ether), C1CCOC1 (THF). Run at temperature -78 celsius, time 30 minute. The product is CC=1N(C(=CC1)C1=CC=C(C=C1)S(=O)(=O)C)C1=CC=C(C=C1)C=1SC=CN1 (2-Methyl-5-[4-(methylsulfonyl)phenyl]-1-[4-(2-thiazolyl)phenyl]-1H-pyrrole). The yield is 13.2%. RXN SMILES: [S:1]1[CH:5]=[CH:4][N:3]=[CH:2]1.[Li]CCCC.[CH3:11][C:12]1[N:13]([C:27]2[CH:32]=[CH:31][C:30](Br)=[CH:29][CH:28]=2)[C:14]([C:17]2[CH:22]=[CH:21][C:20]([S:23]([CH3:26])(=[O:25])=[O:24])=[CH:19][CH:18]=2)=[CH:15][CH:16]=1>CCOCC.C1COCC1.[Cl-].[Zn+2].[Cl-].C1C=CC([P]([Pd]([P](C2C=CC=CC=2)(C2C=CC=CC=2)C2C=CC=CC=2)([P](C2C=CC=CC=2)(C2C=CC=CC=2)C2C=CC=CC=2)[P](C2C=CC=CC=2)(C2C=CC=CC=2)C2C=CC=CC=2)(C2C=CC=CC=2)C2C=CC=CC=2)=CC=1>[CH3:11][C:12]1[N:13]([C:27]2[CH:32]=[CH:31][C:30]([C:2]3[S:1][CH:5]=[CH:4][N:3]=3)=[CH:29][CH:28]=2)[C:14]([C:17]2[CH:18]=[CH:19][C:20]([S:23]([CH3:26])(=[O:25])=[O:24])=[CH:21][CH:22]=2)=[CH:15][CH:16]=1 |f:5.6.7,^1:50,52,71,90|. Reported procedure: To a stirred solution of thiazole (0.072 g, 0.85 mmol) in anhydrous ether (2 mL) was added n-BuLi (0.58 mL, 1.61 M solution in hexane, 0.94 mmol) at −78° C. under nitrogen, the mixture was stirred for 30 minutes at −78° C., and then zinc chloride (2.55 mL, 1.0 M solution in ether, 2.55 mmol) was added at −78° C., the mixture was stirred for 30 minutes at −78° C. The reaction mixture was warmed to 0° C., and added the solution of 2-methyl 5-[4-(methylsulfonyl)phenyl]-1-(4-bromophenyl)-1H-pyrrole ...